Dataset: the Open Reaction Database (ORD), a public repository of structured organic reaction records. Task: describe an organic reaction: reactants, conditions, products, and yield Starting materials: [OH-].[Na+] (NaOH), O (H2O), C(C)(=O)C1=C(C(=C(OCCCS(=O)(=O)C2=NC=C(C=C2)C(=O)OC)C=C1)CCC)O (Methyl 2-(3-(4-acetyl-3-hydroxy-2-propylphenoxy)propylsulfonyl)pyridine-5-carboxylate). Solvent: C1CCOC1 (THF). Run at time 8 hour. Product: C(C)(=O)C1=C(C(=C(OCCCS(=O)(=O)C2=NC=C(C=C2)C(=O)O)C=C1)CCC)O (2-(3-(4-Acetyl-3-hydroxy-2-propylphenoxy)propylsulfonyl)-5-carboxypyridine). RXN SMILES: [C:1]([C:4]1[CH:26]=[CH:25][C:7]([O:8][CH2:9][CH2:10][CH2:11][S:12]([C:15]2[CH:20]=[CH:19][C:18]([C:21]([O:23]C)=[O:22])=[CH:17][N:16]=2)(=[O:14])=[O:13])=[C:6]([CH2:27][CH2:28][CH3:29])[C:5]=1[OH:30])(=[O:3])[CH3:2].[OH-].[Na+].O>C1COCC1>[C:1]([C:4]1[CH:26]=[CH:25][C:7]([O:8][CH2:9][CH2:10][CH2:11][S:12]([C:15]2[CH:20]=[CH:19][C:18]([C:21]([OH:23])=[O:22])=[CH:17][N:16]=2)(=[O:14])=[O:13])=[C:6]([CH2:27][CH2:28][CH3:29])[C:5]=1[OH:30])(=[O:3])[CH3:2] |f:1.2|. Procedure details: The compound of Example 3, (570 mg, 1.31 mmoles) was dissolved in THF (6 ml) to which was added 1N NaOH (3 ml) and H2O (3 ml). The reaction mixture was stirred at room temperature under N2 overnight. The THF was removed in vacuo. The aqueous phase was washed with CHCl3. Then the aqueous phase was acidified with concentrated HCl until slightly acid (pH about 5-6). The resulting beige solid was filtered, taken up in CHCl3 (about 500 ml), and the organic solvent was dried and concentrated. The resi... Reactants: C(C1=CC=CC=C1)OC1=C(C=C(C=C1)Br)C(C)(C)C (1-Benzyloxy-4-bromo-2-tert-butyl-benzene), CN(C)C=O (DMF), example 47B, O (water), CCOC(=O)C (EtOAc). The reagents and catalysts are C=1C=CC(=CC1)[P](C=2C=CC=CC2)(C=3C=CC=CC3)[Pd]([P](C=4C=CC=CC4)(C=5C=CC=CC5)C=6C=CC=CC6)([P](C=7C=CC=CC7)(C=8C=CC=CC8)C=9C=CC=CC9)[P](C=1C=CC=CC1)(C=1C=CC=CC1)C=1C=CC=CC1 (Pd(PPh3)4), [C-]#N.[Zn+2].[C-]#N (zinc cyanide). Conditions: temperature 175 celsius. Product: C(C1=CC=CC=C1)OC1=C(C=C(C=C1)C#N)C(C)(C)C (1-Benzyloxy-4-cyano-2-tert-butyl-benzene). Reaction SMILES: [CH2:1]([O:8][C:9]1[CH:14]=[CH:13][C:12](Br)=[CH:11][C:10]=1[C:16]([CH3:19])([CH3:18])[CH3:17])[C:2]1[CH:7]=[CH:6][CH:5]=[CH:4][CH:3]=1.O.CCOC(C)=O.[CH3:27][N:28](C=O)C>[C-]#N.[Zn+2].[C-]#N.C1C=CC([P]([Pd]([P](C2C=CC=CC=2)(C2C=CC=CC=2)C2C=CC=CC=2)([P](C2C=CC=CC=2)(C2C=CC=CC=2)C2C=CC=CC=2)[P](C2C=CC=CC=2)(C2C=CC=CC=2)C2C=CC=CC=2)(C2C=CC=CC=2)C2C=CC=CC=2)=CC=1>[CH2:1]([O:8][C:9]1[CH:14]=[CH:13][C:12]([C:27]#[N:28])=[CH:11][C:10]=1[C:16]([CH3:19])([CH3:18])[CH3:17])[C:2]1[CH:7]=[CH:6][CH:5]=[CH:4][CH:3]=1 |f:4.5.6,^1:40,42,61,80|. Procedure details: 1-Benzyloxy-4-bromo-2-tert-butyl-benzene made in example 47B (319 mg, 1 mmol), zinc cyanide (129 mg, 1.1 mmol) and Pd(PPh3)4 (34.5 mg, 0.03 mmol) were mixed in 4 mL of DMF then the mixture was heated to 175 ° C. in a microwave reactor (Emrys Optimizer by Personal Chemistry) for 5 minutes. The mixture was cooled to room temperature, and then water and EtOAc were added. The EtOAc extracts were dried over Na2SO4, concentrated and the resulting residue was purified by flash chromatography (5–10% EtO... Reactants: FC=1C=CC2=C(C(=CO2)CCN2CCC(CC2)(O)CNC(OCC)=O)C1 (ethyl N-{1-[2-(5-fluoro-benzofuran-3-yl)ethyl]-4-hydroxy-4-piperidylmethyl}carbamate), product, FC=1C=CC2=C(C(=CO2)CCBr)C1 (2-(5-fluoro-benzofuran-3-yl)-1-bromoethane). Yields the product NCC1(CCN(CC1)CCC1=COC2=C1C=C(C=C2)F)O (4-(Aminomethyl)-1-[2-(5fluorobenzofuran-3-yl)ethyl]-4-piperidinol). As a reaction SMILES: [F:1][C:2]1[CH:3]=[CH:4][C:5]2[O:9][CH:8]=[C:7]([CH2:10][CH2:11][N:12]3[CH2:17][CH2:16][C:15]([CH2:19][NH:20]C(=O)OCC)([OH:18])[CH2:14][CH2:13]3)[C:6]=2[CH:26]=1.FC1C=CC2OC=C(CCBr)C=2C=1>>[NH2:20][CH2:19][C:15]1([OH:18])[CH2:16][CH2:17][N:12]([CH2:11][CH2:10][C:7]2[C:6]3[CH:26]=[C:2]([F:1])[CH:3]=[CH:4][C:5]=3[O:9][CH:8]=2)[CH2:13][CH2:14]1. Procedure: The product is obtained according to the process of Preparation 17, using ethyl N-{1-[2-(5-fluoro-benzofuran-3-yl)ethyl]-4-hydroxy-4-piperidylmethyl}carbamate as substrate, which is prepared as for the product of Step C of Preparation 16 starting from 2-(5-fluoro-benzofuran-3-yl)-1-bromoethane. Reactants: NC=1C=C(C(=O)O)C=CC1O (3-Amino-4-hydroxy benzoic acid), N1=CC=CC=C1 (pyridine), FC(OC1=CC=C(C(=O)Cl)C=C1)(F)F (4-trifluoromethoxybenzoyl chloride). Solvent: C1CCOC1 (THF). Run at time 10 hour. Product: OC1=C(C=C(C(=O)O)C=C1)NC(C1=CC=C(C=C1)OC(F)(F)F)=O (4-Hydroxy-3-(4-trifluoromethoxy-benzoylamino)-benzoic acid). The yield is 57.6%. Reaction SMILES: [NH2:1][C:2]1[CH:3]=[C:4]([CH:8]=[CH:9][C:10]=1[OH:11])[C:5]([OH:7])=[O:6].N1C=CC=CC=1.[F:18][C:19]([F:31])([F:30])[O:20][C:21]1[CH:29]=[CH:28][C:24]([C:25](Cl)=[O:26])=[CH:23][CH:22]=1>C1COCC1>[OH:11][C:10]1[CH:9]=[CH:8][C:4]([C:5]([OH:7])=[O:6])=[CH:3][C:2]=1[NH:1][C:25](=[O:26])[C:24]1[CH:28]=[CH:29][C:21]([O:20][C:19]([F:18])([F:30])[F:31])=[CH:22][CH:23]=1. Reported procedure: To a stirred solution of 3-Amino-4-hydroxy benzoic acid (0.136, 0.00089 mols) and pyridine (0.211 g, 0.00267 mols) in 13 ml dry THF is added 4-trifluoromethoxybenzoyl chloride (0.2 g, 0.00089 mols) and the solution is stirred under nitrogen atmosphere at RT for 10 hrs and then refluxed for 3 hrs. The reaction mixture is rotary evaporated and the residue is slurried in water and filtered to get the amide (0.175 g) which is taken for the next step without further purification. Starting materials: [Li]CCCC, C1CCOC1, CCCCCC, Fc1cc2cc[nH]c2cc1F, O=C=O, O. Yields the product O=C(O)c1c(F)c(F)cc2cc[nH]c12. RXN SMILES: [CH2:1]([Li:2])[CH2:3][CH2:4][CH3:5].[CH2:27]1[O:28][CH2:29][CH2:30][CH2:31]1.[CH3:21][CH2:22][CH2:23][CH2:24][CH2:25][CH3:26].[F:6][c:7]1[cH:8][c:9]2[cH:10][cH:11][nH:12][c:13]2[cH:14][c:15]1[F:16].[O:17]=[C:18]=[O:19].[OH2:20]>>[F:6][c:7]1[cH:8][c:9]2[cH:10][cH:11][nH:12][c:13]2[c:14]([C:18](=[O:17])[OH:19])[c:15]1[F:16]. Starting materials: CNC(CO)C(CCCC(CCCC(C)C)C)(O)C (2-(methylamino)-3,7,11-trimethyl-1,3-dodecanediol), N1=CC=CC=C1 (pyridine), O (water), Cl.C(C1=CN=CC=C1)(=O)Cl (nicotinoyl chloride hydrochloride). The solvent is ClC(C)Cl (dichloroethane). Reaction conditions: temperature -30 celsius, time 3 hour. Product: CN(C(C1=CN=CC=C1)=O)C(CO)C(CCCC(CCCC(C)C)C)(C)O (N-methyl-N-(1,3-dihydroxy3,7,11-trimethyldodecan-2-yl)nicotinamide). The yield is 86.7%. RXN SMILES: [CH3:1][NH:2][CH:3]([C:6]([CH3:19])([OH:18])[CH2:7][CH2:8][CH2:9][CH:10]([CH3:17])[CH2:11][CH2:12][CH2:13][CH:14]([CH3:16])[CH3:15])[CH2:4][OH:5].N1C=CC=CC=1.Cl.[C:27](Cl)(=[O:34])[C:28]1[CH:33]=[CH:32][CH:31]=[N:30][CH:29]=1.O>ClC(Cl)C>[CH3:1][N:2]([CH:3]([C:6]([OH:18])([CH3:19])[CH2:7][CH2:8][CH2:9][CH:10]([CH3:17])[CH2:11][CH2:12][CH2:13][CH:14]([CH3:15])[CH3:16])[CH2:4][OH:5])[C:27](=[O:34])[C:28]1[CH:33]=[CH:32][CH:31]=[N:30][CH:29]=1 |f:2.3|. Procedure details: In 100 ml of dichloroethane were dissolved 10 g of 2-(methylamino)-3,7,11-trimethyl-1,3-dodecanediol and 8.7 g of pyridine and the solution was cooled to -30° C. To this solution was added 7.2 g of nicotinoyl chloride hydrochloride gradually and the mixture was stirred at room temperature for 3 hours. After the reaction was completed, the reaction mixture was poured into water and extracted with dichloroethane. The organic layer was washed with aqueous sodium hydrogen carbonate and after drying ...